From a dataset of the Open Reaction Database (ORD), a public repository of structured organic reaction records. describe an organic reaction: reactants, conditions, products, and yield Product: [Br-], O=C(NC1C[N+]2(CCCOc3ccccc3)CCC1CC2)C1c2ccccc2Oc2ccccc21. Starting materials: BrCCCOc1ccccc1, C1CCOC1, O=C(NC1CN2CCC1CC2)C1c2ccccc2Oc2ccccc21. As a reaction SMILES: [Br:26][CH2:27][CH2:28][CH2:29][O:30][c:31]1[cH:32][cH:33][cH:34][cH:35][cH:36]1.[CH2:37]1[O:38][CH2:39][CH2:40][CH2:41]1.[N:1]12[CH2:2][CH:3]([NH:9][C:10](=[O:11])[CH:12]3[c:13]4[cH:14][cH:15][cH:16][cH:17][c:18]4[O:19][c:20]4[cH:21][cH:22][cH:23][cH:24][c:25]43)[CH:4]([CH2:5][CH2:6]1)[CH2:7][CH2:8]2>>[Br-:26].[N+:1]12([CH2:27][CH2:28][CH2:29][O:30][c:31]3[cH:32][cH:33][cH:34][cH:35][cH:36]3)[CH2:2][CH:3]([NH:9][C:10](=[O:11])[CH:12]3[c:13]4[cH:14][cH:15][cH:16][cH:17][c:18]4[O:19][c:20]4[cH:21][cH:22][cH:23][cH:24][c:25]43)[CH:4]([CH2:5][CH2:6]1)[CH2:7][CH2:8]2.